From a dataset of the Open Reaction Database (ORD), a public repository of structured organic reaction records. describe an organic reaction: reactants, conditions, products, and yield Run in CO (methanol), O (water). Procedure details: 0.87 (3H, br-t, J=7 Hz, —(CH2)7CH3), 1.00-1.70 (12H, m, —CH2(CH2)6—), 1.34 (9H, s, —C(CH3)3), 2.39 (3H, s, indoline C6—CH3), 2.93 (2H, t, J=8 Hz, indoline C3—H2), 3.25 (2H, t, J=7 Hz, >NCH2—), 3.51 (2H, t, J=8 Hz, indoline C2—H2), 3.79 (3H, s, —CO2 CH3), 6.76 (1H, br, —CONH—), 7.55 (1H, s, indoline Ce—H). (6) N-(1-Octyl-5-methoxycarbonyl-6-methylindolin-7-yl)-2,2-dimethylpropanamide (580 mg) was dissolved in methanol (10 ml) and a solution of NaOH (290 mg) in water (5 ml) was added, which was fo... Starting materials: C(CCCCCCC)N1CCC2=CC(=C(C(=C12)NC(C(C)(C)C)=O)C)C(=O)OC (N-(1-Octyl-5-methoxycarbonyl-6-methylindolin-7-yl)-2,2-dimethylpropanamide), indoline C6—CH3, —CO2 CH3, indoline Ce—H, N1CCC2=CC=CC=C12 (indoline), indoline C2—H2, [OH-].[Na+] (NaOH). Reaction SMILES: N1C2C(=CC=CC=2)CC1.[CH2:10]([N:18]1[C:26]2[C:21](=[CH:22][C:23]([C:35]([O:37]C)=[O:36])=[C:24]([CH3:34])[C:25]=2[NH:27][C:28](=[O:33])[C:29]([CH3:32])([CH3:31])[CH3:30])[CH2:20][CH2:19]1)[CH2:11][CH2:12][CH2:13][CH2:14][CH2:15][CH2:16][CH3:17].[OH-].[Na+]>CO.O>[CH2:10]([N:18]1[C:26]2[C:21](=[CH:22][C:23]([C:35]([OH:37])=[O:36])=[C:24]([CH3:34])[C:25]=2[NH:27][C:28](=[O:33])[C:29]([CH3:30])([CH3:31])[CH3:32])[CH2:20][CH2:19]1)[CH2:11][CH2:12][CH2:13][CH2:14][CH2:15][CH2:16][CH3:17] |f:2.3|. Yield: 67.9%. Reaction conditions: temperature 60 celsius, time 4 hour. Product: C(CCCCCCC)N1CCC2=CC(=C(C(=C12)NC(C(C)(C)C)=O)C)C(=O)O (N-(1 OCtyl-5-carboxy-6-methylindolin-7-yl)-2,2-dimethylpropanamide). The reactants are C1(=CC=CC=C1)NC1=CC=C(C=C1)CCCC (N-phenyl-p-normalbutylaniline), IC1=CC=C(C=C1)C1=CC=C(C=C1)I (4,4'-diiodobiphenyl), C([O-])([O-])=O.[K+].[K+] (potassium carbonate). The reagents and catalysts are [Cu] (copper). Product: C(CCC)C1=CC=C(C=C1)N(C1=CC=C(C=C1)C1=CC=C(N(C2=CC=CC=C2)C2=CC=C(C=C2)CCCC)C=C1)C1=CC=CC=C1 (N,N'-bis(p-normalbutylphenyl)-N,N'-diphenylbenzidine). Isolated yield 58.7%. RXN SMILES: [C:1]1([NH:7][C:8]2[CH:13]=[CH:12][C:11]([CH2:14][CH2:15][CH2:16][CH3:17])=[CH:10][CH:9]=2)[CH:6]=[CH:5][CH:4]=[CH:3][CH:2]=1.I[C:19]1[CH:24]=[CH:23][C:22]([C:25]2[CH:30]=[CH:29][C:28](I)=[CH:27][CH:26]=2)=[CH:21][CH:20]=1.C(=O)([O-])[O-].[K+].[K+]>[Cu]>[CH2:14]([C:11]1[CH:10]=[CH:9][C:8]([N:7]([C:1]2[CH:2]=[CH:3][CH:4]=[CH:5][CH:6]=2)[C:19]2[CH:24]=[CH:23][C:22]([C:25]3[CH:30]=[CH:29][C:28]([N:7]([C:8]4[CH:9]=[CH:10][C:11]([CH2:14][CH2:15][CH2:16][CH3:17])=[CH:12][CH:13]=4)[C:1]4[CH:2]=[CH:3][CH:4]=[CH:5][CH:6]=4)=[CH:27][CH:26]=3)=[CH:21][CH:20]=2)=[CH:13][CH:12]=1)[CH2:15][CH2:16][CH3:17] |f:2.3.4|. Procedure details: 21.1 g (0.094 mol) of N-phenyl-p-normalbutylaniline, 15.4 g (0.038 mol) of 4,4'-diiodobiphenyl, 15.7 g (0.11 mol) of anhydrous potassium carbonate, and 1.1 g (0.017 mol) of copper powder were mixed. The mixture was then allowed to undergo reaction at a temperature of 170° to 220° C. for 27 hours. The reaction product was then extracted with 140 ml of toluene. The insoluble contents were removed by filtration. The filtrate was then concentrated to obtain an oily material. The crude product thus o... RXN SMILES: [CH3:1][C@H:2]1[NH:7][C@@H:6]([CH3:8])[CH2:5][N:4]([CH2:9][C:10]([NH:12][C:13]2[CH:18]=[CH:17][CH:16]=[C:15]([O:19][CH3:20])[C:14]=2[CH3:21])=[O:11])[CH2:3]1.[CH3:22][S:23]([C:26]1[CH:31]=[CH:30][CH:29]=[CH:28][C:27]=1[S:32](Cl)(=[O:34])=[O:33])(=[O:25])=[O:24]>>[CH3:22][S:23]([C:26]1[CH:31]=[CH:30][CH:29]=[CH:28][C:27]=1[S:32]([N:7]1[C@@H:6]([CH3:8])[CH2:5][N:4]([CH2:9][C:10]([NH:12][C:13]2[CH:18]=[CH:17][CH:16]=[C:15]([O:19][CH3:20])[C:14]=2[CH3:21])=[O:11])[CH2:3][C@H:2]1[CH3:1])(=[O:34])=[O:33])(=[O:25])=[O:24]. The reactants are C[C@@H]1CN(C[C@@H](N1)C)CC(=O)NC1=C(C(=CC=C1)OC)C (cis-[3,5-Dimethylpiperazin-1-yl]-N-(3-methoxy-2-methylphenyl)acetamide), CS(=O)(=O)C1=C(C=CC=C1)S(=O)(=O)Cl (2-methanesulphonylbenzenesulphonyl chloride). Yields the product CS(=O)(=O)C1=C(C=CC=C1)S(=O)(=O)N1[C@@H](CN(C[C@@H]1C)CC(=O)NC1=C(C(=CC=C1)OC)C)C (cis-2-[4-(2-Methanesulphonylbenzenesulphonyl)-3,5-dimethylpiperazin-1-yl]-N-(3-methoxy-2-methylphenyl)acetamide). Procedure: The title compound was prepared from the product of step (i) (0.503 mmol) and 2-methanesulphonylbenzenesulphonyl chloride (0.503 mmol) by the method of Example 58 step (ii) as a white solid. Yield: 6 mg Starting materials: O=C1NC=CC(=C1)C(=O)O (2-Oxo-1,2-dihydropyridine-4-carboxylic acid), C([O-])([O-])=O.[K+].[K+] (potassium carbonate), CN(C)C=O (DMF), IC (Iodomethane). Run in O (water). Conditions: time 3 day. Product: COC(=O)C1=CC(N(C=C1)C)=O (1-Methyl-2-oxo-1,2-dihydro-pyridine-4-carboxylic acid methyl ester). Isolated yield 66.0%. As a reaction SMILES: O=C1[CH:7]=[C:6]([C:8]([OH:10])=[O:9])[CH:5]=CN1.[C:11](=O)([O-])[O-].[K+].[K+].IC.[CH3:19][N:20]([CH:22]=[O:23])[CH3:21]>O>[CH3:11][O:10][C:8]([C:6]1[CH:5]=[CH:19][N:20]([CH3:21])[C:22](=[O:23])[CH:7]=1)=[O:9] |f:1.2.3|. Procedure details: 2-Oxo-1,2-dihydropyridine-4-carboxylic acid (5.0 g, 36 mmol) and potassium carbonate (24.8 g, 179 mmol) were stirred in DMF (75 mL) at room temperature. Iodomethane (6.72 mL, 108 mmol) was added slowly via a syringe and the reaction mixture was stirred for 3 days at room temperature. The reaction mixture was then diluted with water and extracted with dichloromethane until the product was removed from the aqueous phase. The combined organics were dried over magnesium sulfate, filtered and concent... Reactants: C(#N)C(C(=O)NC(=O)N)C(C)C (N-(2-cyano-3-methylbutanoyl)urea), [OH-].[Na+] (sodium hydroxide), S(O)(O)(=O)=O (sulfuric acid), C(#N)CC(=O)OC (methyl cyanoacetate), C(#N)C(C(=O)OC)C(C)C (methyl 2-cyano-3-methylbutyrate). Solvent: CC(=O)C (acetone). Yields the product C(#N)C(C(=O)O)C(C)C (2-cyano-3-methylbutyric acid). As a reaction SMILES: C(C(C(C)C)C(NC(N)=O)=O)#N.C(CC(OC)=O)#N.[C:20]([CH:22]([CH:27]([CH3:29])[CH3:28])[C:23]([O:25]C)=[O:24])#[N:21].[OH-].[Na+].S(=O)(=O)(O)O>CC(C)=O>[C:20]([CH:22]([CH:27]([CH3:29])[CH3:28])[C:23]([OH:25])=[O:24])#[N:21] |f:3.4|. Procedure: The starting compound, N-(2-cyano-3-methylbutanoyl)urea, is a known compound and can be obtained by, for example, reacting methyl cyanoacetate and acetone, hydrolyzing the resulting methyl 2-cyano-3-methylbutyrate with an aqueous sodium hydroxide solution, treating said reaction mixture with sulfuric acid to give 2-cyano-3-methylbutyric acid and heating this compound in the presence of urea and acetic anhydride. Starting materials: CC(=O)[O-], CC(=O)[O-], CCC(CC)(c1ccc(CCC(O)(C(F)(F)F)C(F)(F)F)c(C)c1)c1ccc(B2OC(C)(C)C(C)(C)O2)c(C)c1, COC(=O)Cc1ccc(Cl)cc1F, Cc1ccccc1, COc1cccc(OC)c1-c1ccccc1P(C1CCCCC1)C1CCCCC1, [K+], [K+], [K+], O, O=P([O-])([O-])[O-], [Pd+2]. Yields the product CCC(CC)(c1ccc(CCC(O)(C(F)(F)F)C(F)(F)F)c(C)c1)c1ccc(-c2ccc(CC(=O)OC)c(F)c2)c(C)c1. Reaction SMILES: [C:104]([O-:105])(=[O:106])[CH3:107].[C:99]([O-:100])(=[O:101])[CH3:102].[CH2:51]([CH3:52])[C:53]([CH2:54][CH3:55])([c:56]1[cH:57][c:58]([CH3:71])[c:59]([B:62]2[O:63][C:64]([CH3:65])([CH3:66])[C:67]([CH3:68])([CH3:69])[O:70]2)[cH:60][cH:61]1)[c:72]1[cH:73][c:74]([CH3:90])[c:75]([CH2:78][CH2:79][C:80]([C:81]([F:82])([F:83])[F:84])([OH:85])[C:86]([F:87])([F:88])[F:89])[cH:76][cH:77]1.[CH3:38][O:39][C:40]([CH2:41][c:42]1[c:43]([F:49])[cH:44][c:45]([Cl:48])[cH:46][cH:47]1)=[O:50].[CH3:92][c:93]1[cH:94][cH:95][cH:96][cH:97][cH:98]1.[CH:1]1([P:2]([CH:3]2[CH2:4][CH2:5][CH2:6][CH2:7][CH2:8]2)[c:9]2[cH:10][cH:11][cH:12][cH:13][c:14]2-[c:15]2[c:16]([O:17][CH3:18])[cH:19][cH:20][cH:21][c:22]2[O:23][CH3:24])[CH2:25][CH2:26][CH2:27][CH2:28][CH2:29]1.[K+:35].[K+:36].[K+:37].[OH2:91].[P:30]([O-:31])([O-:32])([O-:33])=[O:34].[Pd+2:103]>>[CH3:38][O:39][C:40]([CH2:41][c:42]1[c:43]([F:49])[cH:44][c:45](-[c:59]2[c:58]([CH3:71])[cH:57][c:56]([C:53]([CH2:51][CH3:52])([CH2:54][CH3:55])[c:72]3[cH:73][c:74]([CH3:90])[c:75]([CH2:78][CH2:79][C:80]([C:81]([F:82])([F:83])[F:84])([OH:85])[C:86]([F:87])([F:88])[F:89])[cH:76][cH:77]3)[cH:61][cH:60]2)[cH:46][cH:47]1)=[O:50]. Reactants: CC(=O)OCCBr, O=C([O-])[O-], CCC(C)=O, [K+], [K+], CCOC(=O)c1ccc([Se]c2cc3c(cc2O)C(C)(C)CCC3(C)C)cc1. The product is CCOC(=O)c1ccc([Se]c2cc3c(cc2OCCOC(C)=O)C(C)(C)CCC3(C)C)cc1. As a reaction SMILES: [C:28]([CH3:29])(=[O:30])[O:31][CH2:32][CH2:33][Br:34].[C:35](=[O:36])([O-:37])[O-:38].[CH2:41]([C:42]([CH3:43])=[O:44])[CH3:45].[K+:39].[K+:40].[OH:1][c:2]1[c:3]([Se:16][c:17]2[cH:18][cH:19][c:20]([C:21](=[O:22])[O:23][CH2:24][CH3:25])[cH:26][cH:27]2)[cH:4][c:5]2[c:10]([cH:11]1)[C:9]([CH3:12])([CH3:13])[CH2:8][CH2:7][C:6]2([CH3:14])[CH3:15]>>[O:1]([c:2]1[c:3]([Se:16][c:17]2[cH:18][cH:19][c:20]([C:21](=[O:22])[O:23][CH2:24][CH3:25])[cH:26][cH:27]2)[cH:4][c:5]2[c:10]([cH:11]1)[C:9]([CH3:12])([CH3:13])[CH2:8][CH2:7][C:6]2([CH3:14])[CH3:15])[CH2:33][CH2:32][O:31][C:28]([CH3:29])=[O:30]. Reactants: C(CCC)[Li] (butyllithium), CN(C=O)C (dimethylformamide), [Cl-].[Na+] (sodium chloride), FC1=C(C(=C(C=C1F)F)F)COC1OCCCC1 (2-[(2,3,5,6-tetrafluorophenyl)-methoxy]-tetra hydropyran). Run in CCCCCC (hexane), O1CCCC1 (tetrahydrofuran), O1CCCC1 (tetrahydrofuran). Run at temperature -55 celsius, time 1 hour. Yields the product FC1=C(C=O)C(=C(C(=C1F)COC1OCCCC1)F)F (2,3,5,6-Tetrafluoro-4-[[(tetrahydropyran-2-yl)oxy]methyl]-benzaldehyde). RXN SMILES: [F:1][C:2]1[C:7]([F:8])=[CH:6][C:5]([F:9])=[C:4]([F:10])[C:3]=1[CH2:11][O:12][CH:13]1[CH2:18][CH2:17][CH2:16][CH2:15][O:14]1.C([Li])CCC.CN(C)[CH:26]=[O:27].[Cl-].[Na+]>O1CCCC1.CCCCCC>[F:9][C:5]1[C:4]([F:10])=[C:3]([CH2:11][O:12][CH:13]2[CH2:18][CH2:17][CH2:16][CH2:15][O:14]2)[C:2]([F:1])=[C:7]([F:8])[C:6]=1[CH:26]=[O:27] |f:3.4|. Procedure details: 13 g of 2-[(2,3,5,6-tetrafluorophenyl)-methoxy]-tetra hydropyran in 200 ml of tetrahydrofuran were cooled to -60 C. and 35.1 ml of butyllithium (1,6M) in hexane were added dropwise over the course of 30 minutes. The mixture was stirred for 1 hour at -55° C. and 5 ml of dimethylformamide dissolved in 10 ml of tetrahydrofuran were added over the course of 5 minutes. The mixture was stirred for 1/2hours at this temperature and 50 ml of a saturated aqueous sodium chloride solution were added. Extrac... Reactants: ClC1=C2C(=NN=C1C1=CC=CC=C1)N(N=C2C2=CC=CC=C2)CC (4-Chloro-1-ethyl-3,5-diphenyl-1H-pyrazolo[3,4-c]pyridazine), N(N)CCN1CCOCC1 (4-(2-hydrazinylethyl)morpholine). Reaction conditions: time 16 hour. Yields the product ClC1=C2C(=NN=C1C1=CC=CC=C1)N(N=C2C2=CC=CC=C2)CCN2CCOCC2 (4-(2-(4-chloro-3,5-diphenyl-1H-pyrazolo[3,4-c]pyridazin-1-yl)ethyl)morpholine). RXN SMILES: [Cl:1][C:2]1[C:7]([C:8]2[CH:13]=[CH:12][CH:11]=[CH:10][CH:9]=2)=[N:6][N:5]=[C:4]2[N:14]([CH2:23][CH3:24])[N:15]=[C:16]([C:17]3[CH:22]=[CH:21][CH:20]=[CH:19][CH:18]=3)[C:3]=12.N(CC[N:29]1[CH2:34][CH2:33][O:32][CH2:31][CH2:30]1)N>>[Cl:1][C:2]1[C:7]([C:8]2[CH:9]=[CH:10][CH:11]=[CH:12][CH:13]=2)=[N:6][N:5]=[C:4]2[N:14]([CH2:23][CH2:24][N:29]3[CH2:34][CH2:33][O:32][CH2:31][CH2:30]3)[N:15]=[C:16]([C:17]3[CH:18]=[CH:19][CH:20]=[CH:21][CH:22]=3)[C:3]=12. Procedure: Compound 28 was synthesised following similar procedures outlined in Example 31 (Compound 18), using 4-(2-hydrazinylethyl)morpholine instead of ethyl hydrazine in Step 3. As a slightly modified procedure, Step 3 was performed at 60° C. for 16 h. The reaction mixture was concentrated in vacuo and the crude residue was purified by column chromatography (silica gel, gradient 50 to 100% ethyl acetate/isohexane), followed by preparative HPLC, yielding Compound 28 as a solid. The reactants are CN(C)C=O, CI, O=C1NCc2cccnc2N1c1cccc(C(F)(F)F)c1, [H-], [Na+], O. Yields the product CN1Cc2cccnc2N(c2cccc(C(F)(F)F)c2)C1=O. Reaction SMILES: [CH3:22][N:23]([CH3:24])[CH:25]=[O:26].[CH3:29][I:30].[F:1][C:2]([c:3]1[cH:4][c:5]([N:9]2[C:10](=[O:19])[NH:11][CH2:12][c:13]3[c:14]2[n:15][cH:16][cH:17][cH:18]3)[cH:6][cH:7][cH:8]1)([F:20])[F:21].[H-:27].[Na+:28].[OH2:31]>>[F:1][C:2]([c:3]1[cH:4][c:5]([N:9]2[C:10](=[O:19])[N:11]([CH3:22])[CH2:12][c:13]3[c:14]2[n:15][cH:16][cH:17][cH:18]3)[cH:6][cH:7][cH:8]1)([F:20])[F:21].